From a dataset of the Open Reaction Database (ORD), a public repository of structured organic reaction records. describe an organic reaction: reactants, conditions, products, and yield Reactants: CS(=O)(=O)Cl (MsCl), O[C@@H]1C[C@@H](N(CC1)C(=O)OC(C)(C)C)C(=O)OC ((2R,4S)-1-tert-butyl 2-methyl 4-hydroxypiperidine-1,2-dicarboxylate). The reagents and catalysts are CN(C)C=1C=CN=CC1 (DMAP). Run in N1=CC=CC=C1 (pyridine). Reaction conditions: time 5 hour. Yields the product CS(=O)(=O)O[C@@H]1C[C@@H](N(CC1)C(=O)OC(C)(C)C)C(=O)OC ((2R,4S)-1-tert-butyl 2-methyl 4-(methylsulfonyloxy)piperidine-1,2-dicarboxylate). Yield: 97.7%. As a reaction SMILES: [CH3:1][S:2](Cl)(=[O:4])=[O:3].[OH:6][C@H:7]1[CH2:12][CH2:11][N:10]([C:13]([O:15][C:16]([CH3:19])([CH3:18])[CH3:17])=[O:14])[C@@H:9]([C:20]([O:22][CH3:23])=[O:21])[CH2:8]1>CN(C1C=CN=CC=1)C.N1C=CC=CC=1>[CH3:1][S:2]([O:6][C@H:7]1[CH2:12][CH2:11][N:10]([C:13]([O:15][C:16]([CH3:17])([CH3:18])[CH3:19])=[O:14])[C@@H:9]([C:20]([O:22][CH3:23])=[O:21])[CH2:8]1)(=[O:4])=[O:3]. Reported procedure: MsCl (6.61 mL, 85 mmol) was added dropwise at 0° C. to a solution of (2R,4S)-1-tert-butyl 2-methyl 4-hydroxypiperidine-1,2-dicarboxylate (21 g, 81 mmol) and DMAP (100 mg, 0.81 mmol) in pyridine (50 mL). The mixture was stirred at room temperature for 5 hours and then was concentrated under reduced pressure to remove most solvent. Brine (200 mL) was added and extracted with ethyl acetate (2×200 mL). The organic layer was dried over MgSO4, filtered and concentrated under reduced pressure to give t... Conditions: temperature 80 celsius, time 18 hour. Procedure details: A mixture of 2-(4-cyanobenzoylamino)-4-methylthiazole-5-carboxylic acid benzylamide (0.080 g, 0.21 mmol), sodium azide (0.028 g, 0.43 mmol) and ammonium chloride (0.006 g, 0.11 mmol) in N,N-dimethylformamide (5 mL) was stirred at 80° C. for 18 hours. The reaction mixture was cooled to ambient temperature, and 1 N hydrochloric acid (0.5 mL) solution was added. Ethyl acetate (10 mL) and brine (10 mL) were added to the reaction mixture. The organic layer was separated and dried over anhydrous sodiu... RXN SMILES: [CH2:1]([NH:8][C:9]([C:11]1[S:15][C:14]([NH:16][C:17](=[O:26])[C:18]2[CH:23]=[CH:22][C:21]([C:24]#[N:25])=[CH:20][CH:19]=2)=[N:13][C:12]=1[CH3:27])=[O:10])[C:2]1[CH:7]=[CH:6][CH:5]=[CH:4][CH:3]=1.[N-:28]=[N+:29]=[N-:30].[Na+].[Cl-].[NH4+].Cl>CN(C)C=O.[Cl-].[Na+].O.C(OCC)(=O)C>[CH2:1]([NH:8][C:9]([C:11]1[S:15][C:14]([NH:16][C:17](=[O:26])[C:18]2[CH:19]=[CH:20][C:21]([C:24]3[N:28]=[N:29][NH:30][N:25]=3)=[CH:22][CH:23]=2)=[N:13][C:12]=1[CH3:27])=[O:10])[C:2]1[CH:7]=[CH:6][CH:5]=[CH:4][CH:3]=1 |f:1.2,3.4,7.8.9|. Starting materials: Cl (hydrochloric acid), C(C1=CC=CC=C1)NC(=O)C1=C(N=C(S1)NC(C1=CC=C(C=C1)C#N)=O)C (2-(4-cyanobenzoylamino)-4-methylthiazole-5-carboxylic acid benzylamide), [N-]=[N+]=[N-].[Na+] (sodium azide), [Cl-].[NH4+] (ammonium chloride). Yield: 23.0%. Yields the product C(C1=CC=CC=C1)NC(=O)C1=C(N=C(S1)NC(C1=CC=C(C=C1)C=1N=NNN1)=O)C (4-Methyl-2-[4-(2H-tetrazol-5-yl)benzoylamino]thiazole-5-carboxylic Acid Benzylamide). Solvent: [Cl-].[Na+].O (brine), C(C)(=O)OCC (Ethyl acetate), CN(C=O)C (N,N-dimethylformamide).